This data is from the Open Reaction Database (ORD), a public repository of structured organic reaction records. The task is: describe an organic reaction: reactants, conditions, products, and yield Starting materials: Cl.C1(CC1)COC1=C(C=C(C=C1)F)C=1C2=C(N=CN1)C(=C(N2)C)C(=O)N[C@H]2CNCC2 (4-[2-(cyclopropylmethoxy)-5-fluorophenyl]-6-methyl-N-[(3R)-pyrrolidin-3-yl]-5H-pyrrolo[3,2-d]pyrimidine-7-carboxamide hydrochloride), C(C)(=O)Cl (acetyl chloride). Yields the product C(C)(=O)N1C[C@@H](CC1)NC(=O)C1=C(NC2=C1N=CN=C2C2=C(C=CC(=C2)F)OCC2CC2)C (N-[(3R)-1-acetylpyrrolidin-3-yl]-4-[2-(cyclopropylmethoxy)-5-fluorophenyl]-6-methyl-5H-pyrrolo[3,2-d]pyrimidine-7-carboxamide). RXN SMILES: Cl.[CH:2]1([CH2:5][O:6][C:7]2[CH:12]=[CH:11][C:10]([F:13])=[CH:9][C:8]=2[C:14]2[C:15]3[NH:22][C:21]([CH3:23])=[C:20]([C:24]([NH:26][C@@H:27]4[CH2:31][CH2:30][NH:29][CH2:28]4)=[O:25])[C:16]=3[N:17]=[CH:18][N:19]=2)[CH2:4][CH2:3]1.[C:32](Cl)(=[O:34])[CH3:33]>>[C:32]([N:29]1[CH2:30][CH2:31][C@@H:27]([NH:26][C:24]([C:20]2[C:16]3[N:17]=[CH:18][N:19]=[C:14]([C:8]4[CH:9]=[C:10]([F:13])[CH:11]=[CH:12][C:7]=4[O:6][CH2:5][CH:2]4[CH2:4][CH2:3]4)[C:15]=3[NH:22][C:21]=2[CH3:23])=[O:25])[CH2:28]1)(=[O:34])[CH3:33] |f:0.1|. Procedure details: Starting from 4-[2-(cyclopropylmethoxy)-5-fluorophenyl]-6-methyl-N-[(3R)-pyrrolidin-3-yl]-5H-pyrrolo[3,2-d]pyrimidine-7-carboxamide hydrochloride (example D.f15) and commercially acetyl chloride the title compound is obtained as colorless solid. The reactants are CC1(OC(C(C(O1)=O)C(C1=CC2=CC=CC=C2C=C1)C1=CNC2=C(C=CC=C12)CSC)=O)C (2,2-Dimethyl-5-[{7-[(methylsulfanyl)methyl]-1H-indol-3-yl}(naphthalen-2-yl)methyl]-1,3-dioxane-4,6-dione). The reagents and catalysts are [Cu] (copper). Run in N1=CC=CC=C1 (pyridine), C(C)O (ethanol). Product: CSCC=1C=CC=C2C(=CNC12)C(CC(=O)OCC)C1=CC2=CC=CC=C2C=C1 (Ethyl 3-{7-[(methylsulfanyl)methyl]-1H-indol-3-yl}-3-(naphthalen-2-yl)propanoate). As a reaction SMILES: [CH3:1][C:2]1(C)OC(=O)[CH:5]([CH:9]([C:20]2[C:28]3[C:23](=[C:24]([CH2:29][S:30][CH3:31])[CH:25]=[CH:26][CH:27]=3)[NH:22][CH:21]=2)[C:10]2[CH:19]=[CH:18][C:17]3[C:12](=[CH:13][CH:14]=[CH:15][CH:16]=3)[CH:11]=2)[C:4](=[O:32])[O:3]1>N1C=CC=CC=1.C(O)C.[Cu]>[CH3:31][S:30][CH2:29][C:24]1[CH:25]=[CH:26][CH:27]=[C:28]2[C:23]=1[NH:22][CH:21]=[C:20]2[CH:9]([C:10]1[CH:19]=[CH:18][C:17]2[C:12](=[CH:13][CH:14]=[CH:15][CH:16]=2)[CH:11]=1)[CH2:5][C:4]([O:3][CH2:2][CH3:1])=[O:32]. Reported procedure: 1.2 mg (0.02 mmol) of copper powder were added to 882 mg (1.92 mmol) of the compound from Example 20A in 15 ml of pyridine and 5 ml of ethanol. The reaction mixture was heated under reflux for 2 h. It was concentrated, and the crude product was purified by flash chromatography on silica gel (mobile phase: toluene/ethyl acetate gradient) and preparative HPLC (RP18 column; mobile phase: acetonitrile/water gradient) to result in 635 mg (82% of theory) of the title compound.